This data is from the Open Reaction Database (ORD), a public repository of structured organic reaction records. The task is: describe an organic reaction: reactants, conditions, products, and yield Reactants: ClC=1C=C2C=CNC2=CC1 (5-Chloroindole), C(#N)[BH3-].[Na+] (sodium cyanoborohydride). Run in C(C)(=O)O (acetic acid). Yields the product ClC=1C=C2CCNC2=CC1 (5-Chloroindoline). Isolated yield 94.0%. Reaction SMILES: [Cl:1][C:2]1[CH:3]=[C:4]2[C:8](=[CH:9][CH:10]=1)[NH:7][CH:6]=[CH:5]2.C([BH3-])#N.[Na+]>C(O)(=O)C>[Cl:1][C:2]1[CH:3]=[C:4]2[C:8](=[CH:9][CH:10]=1)[NH:7][CH2:6][CH2:5]2 |f:1.2|. Procedure: 5-Chloroindole was reduced in the usual way with sodium cyanoborohydride in glacial acetic acid to give the title compound (D35) (0.96 g, 94%) RXN SMILES: [CH3:31][OH:32].[N+:1]([O-:2])(=[O:3])[c:4]1[cH:5][c:6]([CH2:7][NH:8][c:9]2[c:10]3[c:11]([n:12][c:13](-[c:15]4[cH:16][cH:17][c:18]([C:19](=[O:20])[OH:21])[cH:22][cH:23]4)[n:14]2)[s:24][cH:25][c:26]3[CH3:27])[cH:28][cH:29][cH:30]1>>[NH2:1][c:4]1[cH:5][c:6]([CH2:7][NH:8][c:9]2[c:10]3[c:11]([n:12][c:13](-[c:15]4[cH:16][cH:17][c:18]([C:19](=[O:20])[OH:21])[cH:22][cH:23]4)[n:14]2)[s:24][cH:25][c:26]3[CH3:27])[cH:28][cH:29][cH:30]1. Yields the product Cc1csc2nc(-c3ccc(C(=O)O)cc3)nc(NCc3cccc(N)c3)c12. Reactants: CO, Cc1csc2nc(-c3ccc(C(=O)O)cc3)nc(NCc3cccc([N+](=O)[O-])c3)c12. Reactants: C(C)(=O)NCC1=C(C=CC(=C1)[N+](=O)[O-])O (2-acetylaminomethyl-4-nitrophenol), ClCC(=O)N (chloroacetamide), C([O-])([O-])=O.[Ca+2] (calcium carbonate), [I-].[K+] (potassium iodide). Run in CC(=O)C (acetone), O (water). Yields the product C(C)(=O)NCC1=C(OCC(=O)N)C=CC(=C1)[N+](=O)[O-] (2-(N-acetylaminomethyl) 4-nitrophenoxyacetamide). Isolated yield 71.8%. RXN SMILES: [C:1]([NH:4][CH2:5][C:6]1[CH:11]=[C:10]([N+:12]([O-:14])=[O:13])[CH:9]=[CH:8][C:7]=1[OH:15])(=[O:3])[CH3:2].Cl[CH2:17][C:18]([NH2:20])=[O:19].C(=O)([O-])[O-].[Ca+2].[I-].[K+]>CC(C)=O.O>[C:1]([NH:4][CH2:5][C:6]1[CH:11]=[C:10]([N+:12]([O-:14])=[O:13])[CH:9]=[CH:8][C:7]=1[O:15][CH2:17][C:18]([NH2:20])=[O:19])(=[O:3])[CH3:2] |f:2.3,4.5|. Procedure: 131.4 g of 2-acetylaminomethyl-4-nitrophenol, 64.4 g of chloroacetamide, 86.4 g of calcium carbonate and 57.1 g of potassium iodide in 800 ml of acetone are heated under reflux for four hours. Subsequently the reaction mixture is cooled to room temperature and poured into 1300 ml of water. The resulting precipitate is filtered, washed with water and subsequently dried. 120 g of a yellow product are obtained having a melting point of from 236 to 240° C. The reactants are CCOC(=O)COc1cc(C)c(Sc2cc(Br)cc(OCC(C)C)c2)cc1C, C#CCN1CCOCC1. The product is CCOC(=O)COc1cc(C)c(Sc2cc(C#CCN3CCOCC3)cc(OCC(C)C)c2)cc1C. As a reaction SMILES: [CH2:1]([CH3:2])[O:3][C:4]([CH2:5][O:6][c:7]1[c:8]([CH3:27])[cH:9][c:10]([S:14][c:15]2[cH:16][c:17]([Br:26])[cH:18][c:19]([O:21][CH2:22][CH:23]([CH3:24])[CH3:25])[cH:20]2)[c:11]([CH3:13])[cH:12]1)=[O:28].[CH2:29]([C:30]#[CH:31])[N:32]1[CH2:33][CH2:34][O:35][CH2:36][CH2:37]1>>[CH2:1]([CH3:2])[O:3][C:4]([CH2:5][O:6][c:7]1[c:8]([CH3:27])[cH:9][c:10]([S:14][c:15]2[cH:16][c:17]([C:31]#[C:30][CH2:29][N:32]3[CH2:33][CH2:34][O:35][CH2:36][CH2:37]3)[cH:18][c:19]([O:21][CH2:22][CH:23]([CH3:24])[CH3:25])[cH:20]2)[c:11]([CH3:13])[cH:12]1)=[O:28].